describe an organic reaction: reactants, conditions, products, and yield From a dataset of the Open Reaction Database (ORD), a public repository of structured organic reaction records. Product: C(C1=CC=CC=C1)OCC(C#N)CCC#N (2-(benzyloxymethyl)glutaronitrile). As a reaction SMILES: [H-].[Na+].[CH2:3]([OH:10])[C:4]1[CH:9]=[CH:8][CH:7]=[CH:6][CH:5]=1.[CH2:11]=[C:12]([CH2:15][CH2:16][C:17]#[N:18])[C:13]#[N:14]>C(OCC)C>[CH2:3]([O:10][CH2:11][CH:12]([CH2:15][CH2:16][C:17]#[N:18])[C:13]#[N:14])[C:4]1[CH:9]=[CH:8][CH:7]=[CH:6][CH:5]=1 |f:0.1|. Run at time 24 hour. Procedure details: A 50% dispersion of sodium hydride in mineral oil (200 mg.) was added to benzyl alcohol (32.4 g.) and the mixture was stirred until effervescence had ceased. The solution was treated with 2-methyleneglutaronitrile (15.9 g.)and the mixture was kept at room temperature for 24 hours. The reaction mixture was diluted with diethyl ether and the solution was washed three times with water, and then dried and evaporated to dryness to give 2-(benzyloxymethyl)glutaronitrile (32 g.). The crude 2-(benzyloxy... The solvent is C(C)OCC (diethyl ether). Reactants: [H-].[Na+] (sodium hydride), C(C1=CC=CC=C1)O (benzyl alcohol), C=C(C#N)CCC#N (2-methyleneglutaronitrile). Starting materials: CN(C=1C(=NC2=CC=C(C=C2N1)C(=O)OC)C1=CC=CC=C1)CCC1=CC=CC=C1 (methyl 3-(methyl(phenethyl)amino)-2-phenylquinoxaline-6-carboxylate), [OH-].[Na+] (sodium hydroxide). Solvent: O (water), CO (methanol). Product: CN(C=1C(=NC2=CC=C(C=C2N1)C(=O)O)C1=CC=CC=C1)CCC1=CC=CC=C1 (3-(Methyl(phenethyl)amino)-2-phenylquinoxaline-6-carboxylic acid). Reaction SMILES: [CH3:1][N:2]([CH2:23][CH2:24][C:25]1[CH:30]=[CH:29][CH:28]=[CH:27][CH:26]=1)[C:3]1[C:4]([C:17]2[CH:22]=[CH:21][CH:20]=[CH:19][CH:18]=2)=[N:5][C:6]2[C:11]([N:12]=1)=[CH:10][C:9]([C:13]([O:15]C)=[O:14])=[CH:8][CH:7]=2.[OH-].[Na+]>CO.O>[CH3:1][N:2]([CH2:23][CH2:24][C:25]1[CH:30]=[CH:29][CH:28]=[CH:27][CH:26]=1)[C:3]1[C:4]([C:17]2[CH:22]=[CH:21][CH:20]=[CH:19][CH:18]=2)=[N:5][C:6]2[C:11]([N:12]=1)=[CH:10][C:9]([C:13]([OH:15])=[O:14])=[CH:8][CH:7]=2 |f:1.2|. Reported procedure: Into a 50-mL round-bottom flask, was placed a solution of methyl 3-(methyl(phenethyl)amino)-2-phenylquinoxaline-6-carboxylate (144.7 mg, 0.35 mmol, 1.00 equiv, 96%) in methanol (20 mL). This was followed by the dropwise addition of a solution of sodium hydroxide (72.9 mg, 1.82 mmol, 5.00 equiv) in water (2 mL) with stirring. The resulting solution was stirred overnight at 50° C. in an oil bath. Then it was concentrated under vacuum and diluted with 10 ml of water. The pH value of the aqueous sol...